Dataset: the Open Reaction Database (ORD), a public repository of structured organic reaction records. Task: describe an organic reaction: reactants, conditions, products, and yield Starting materials: Cl (hydrochloride), NC(=O)NC=1SC(=CC1C(=O)N[C@@H]1CN(CCC1)C(=O)OC(C)(C)C)C1=CC=C(C=C1)OC (tert-butyl(3S)-3-({[2-[(aminocarbonyl)amino]-5-(4-methoxyphenyl)-3-thienyl]carbonyl}amino)piperidine-1-carboxylate), Cl (HCl). Run in CO (MeOH), O1CCOCC1 (1,4-dioxane). Run at time 4 hour. The product is NC(=O)NC=1SC(=CC1C(=O)N[C@@H]1CNCCC1)C1=CC=C(C=C1)OC (2-[(Aminocarbonyl)amino]-5-(4-methoxyphenyl)-N-[(3S)-piperidin-3-yl]thiophene-3-carboxamide). Isolated yield 92.7%. RXN SMILES: Cl.[NH2:2][C:3]([NH:5][C:6]1[S:7][C:8]([C:27]2[CH:32]=[CH:31][C:30]([O:33][CH3:34])=[CH:29][CH:28]=2)=[CH:9][C:10]=1[C:11]([NH:13][C@H:14]1[CH2:19][CH2:18][CH2:17][N:16](C(OC(C)(C)C)=O)[CH2:15]1)=[O:12])=[O:4]>CO.O1CCOCC1>[NH2:2][C:3]([NH:5][C:6]1[S:7][C:8]([C:27]2[CH:28]=[CH:29][C:30]([O:33][CH3:34])=[CH:31][CH:32]=2)=[CH:9][C:10]=1[C:11]([NH:13][C@H:14]1[CH2:19][CH2:18][CH2:17][NH:16][CH2:15]1)=[O:12])=[O:4]. Procedure: hydrochloride. To a stirred solution of tert-butyl(3S)-3-({[2-[(aminocarbonyl)amino]-5-(4-methoxyphenyl)-3-thienyl]carbonyl}amino)piperidine-1-carboxylate (0.70 g, 1.47 mmol) in anhydrous MeOH (5.0 mL) was added 4.0N HCl in 1,4-dioxane (10 mL). A small amount of precipitate forms shortly and the reaction is stirred for an additional 4 h at room temperature. The solvent was removed under vacuum. The residue was redissolved in methanol and concentrated under vacuum (2×) to yield 0.51 g (85%) of a ... Starting materials: FC=1C=C(C=C(C1F)F)CCO (2-(3,4,5-trifluorophenyl)ethanol), ClC1=NC(N2C(N(CCC2)C)=C1)=O (8-chloro-1-methyl-3,4-dihydro-1H-pyrimido[1,6-a]pyrimidin-6(2H)-one). Reported procedure: The title compound or its salt was prepared by a procedure similar to that described for E11 starting from 2-(3,4,5-trifluorophenyl)ethanol and 8-chloro-1-methyl-3,4-dihydro-1H-pyrimido[1,6-a]pyrimidin-6(2H)-one. As a reaction SMILES: [F:1][C:2]1[CH:3]=[C:4]([CH2:10][CH2:11][OH:12])[CH:5]=[C:6]([F:9])[C:7]=1[F:8].Cl[C:14]1[CH:24]=[C:18]2[N:19]([CH3:23])[CH2:20][CH2:21][CH2:22][N:17]2[C:16](=[O:25])[N:15]=1>>[CH3:23][N:19]1[CH2:20][CH2:21][CH2:22][N:17]2[C:16](=[O:25])[N:15]=[C:14]([O:12][CH2:11][CH2:10][C:4]3[CH:3]=[C:2]([F:1])[C:7]([F:8])=[C:6]([F:9])[CH:5]=3)[CH:24]=[C:18]12. Yields the product CN1C=2N(CCC1)C(N=C(C2)OCCC2=CC(=C(C(=C2)F)F)F)=O (1-Methyl-8-[2-(3,4,5-trifluoro-phenyl)-ethoxy]-1,2,3,4-tetrahydro-pyrimido[1,6-a]pyrimidin-6-one). Reactants: N1=CC=C(C=C1)C1=CC=C(C=C1)N ([4-(4-pyridinyl)phenyl]amine), C(C(=O)Cl)(=O)Cl (oxalyl chloride), CN(C=O)C (N,N-dimethylformamide), N1C(=CC=C1)C(=O)O (1H-pyrrole-2-carboxylic acid). Solvent: N1=CC=CC=C1 (pyridine), ClCCl (dichloromethane), O (Water). Run at time 15 minute. The product is N1=CC=C(C=C1)C1=CC=C(C=C1)NC(=O)C=1NC=CC1 (N-[4-(4-pyridinyl)phenyl]-1H-pyrrole-2-carboxamide). The yield is 61.2%. As a reaction SMILES: [NH:1]1[CH:5]=[CH:4][CH:3]=[C:2]1[C:6]([OH:8])=O.C(Cl)(=O)C(Cl)=O.CN(C)C=O.[N:20]1[CH:25]=[CH:24][C:23]([C:26]2[CH:31]=[CH:30][C:29]([NH2:32])=[CH:28][CH:27]=2)=[CH:22][CH:21]=1>ClCCl.O.N1C=CC=CC=1>[N:20]1[CH:25]=[CH:24][C:23]([C:26]2[CH:31]=[CH:30][C:29]([NH:32][C:6]([C:2]3[NH:1][CH:5]=[CH:4][CH:3]=3)=[O:8])=[CH:28][CH:27]=2)=[CH:22][CH:21]=1. Procedure: To a mixture of 1H-pyrrole-2-carboxylic acid (45.0 mg) in dichloromethane (1.8 mL) were added oxalyl chloride (0.053 mL) and one-drop of N,N-dimethylformamide at 0° C. After 15 minutes, [4-(4-pyridinyl)phenyl]amine (68.9 mg) and pyridine (0.131 mL) were added to the mixture at 0° C. and the resulting mixture was stirred at ambient temperature overnight. Water (3 mL) was added to the mixture. The precipitate was collected by filtration and washed with water (2 mL) to afford N-[4-(4-pyridinyl)phen... The reactants are COC(C(CC=1C=C2C=CNC2=CC1)OCCC)=O (rac-3-(1H-indol-5-yl)-2-propoxy-propionic acid methyl ester), ClCC=1N=C(OC1C)C1=CC=C(C=C1)C(F)(F)F (4-chloromethyl-5-methyl-2-(4-trifluoromethyl-phenyl)-oxazole). Yields the product C(CC)OC(C(=O)O)C (2-propoxy-propionic acid). RXN SMILES: C[O:2][C:3](=[O:19])[CH:4]([O:15][CH2:16][CH2:17][CH3:18])[CH2:5]C1C=C2C(=CC=1)NC=C2.ClCC1N=C(C2C=CC(C(F)(F)F)=CC=2)OC=1C>>[CH2:16]([O:15][CH:4]([CH3:5])[C:3]([OH:19])=[O:2])[CH2:17][CH3:18]. Procedure: In analogy to the procedure described in example 44, rac-3-(1H-indol-5-yl)-2-propoxy-propionic acid methyl ester (preparation 6) was reacted with 4-chloromethyl-5-methyl-2-(4-trifluoromethyl-phenyl)-oxazole to give rac-3-1-[5-methyl-2-(4-trifluoromethyl-phenyl)-oxazol-4-yl methyl]-1H-indol-5-yl}-2-propoxy-propionic acid as light yellow solid. The reactants are FC1=CC=C(C=C1)[N+](=O)[O-] (para-fluoronitrobenzene), NCCCOCC(CCCC)CC (2-ethylhexyl 3-aminopropyl ether), C(=O)([O-])[O-].[K+].[K+] (K2CO3), water ice. The yield is 62.4%. Solvent: CN1C(CCC1)=O (N-methylpyrrolidinone). Procedure details: 2 g of para-fluoronitrobenzene was added to a solution of 20 ml of N-methylpyrrolidinone, 3.19 g of 2-ethylhexyl 3-aminopropyl ether and 2.35 g of K2CO3. The reaction medium was heated at 60° C. for 10 hours and, after it was cooled to room temperature, poured into a water+ice mixture. The resulting medium was extracted with ethyl acetate, and the organic phase was then concentrated by evaporating under vacuum. 2.73 g of N-[2-(3-ethylheptyloxy)ethyl]-4-nitro-1-aminobenzene (9) were obtained. Conditions: temperature 60 celsius. Reaction SMILES: F[C:2]1[CH:7]=[CH:6][C:5]([N+:8]([O-:10])=[O:9])=[CH:4][CH:3]=1.[NH2:11][CH2:12][CH2:13][CH2:14][O:15][CH2:16][CH:17]([CH2:22][CH3:23])[CH2:18][CH2:19][CH2:20][CH3:21].C([O-])([O-])=O.[K+].[K+]>CN1CCCC1=O>[CH2:22]([CH:17]([CH2:18][CH2:19][CH2:20][CH3:21])[CH2:16][O:15][CH2:14][CH2:13][CH2:12][NH:11][C:2]1[CH:7]=[CH:6][C:5]([N+:8]([O-:10])=[O:9])=[CH:4][CH:3]=1)[CH3:23] |f:2.3.4|. Product: C(C)C(COCCCNC1=CC=C(C=C1)[N+](=O)[O-])CCCC (N-{3-[(2-ethylhexyl)oxy]propyl}-N-(4-nitrophenyl)amine). Reactants: CC(=O)O, Cl, Cl, CCOC(=O)C(CCCCCCN)NC1COc2ccccc2N(CC(=O)O)C1=O, [Na+], [OH-]. Yields the product NCCCCCCC(NC1COc2ccccc2N(CC(=O)O)C1=O)C(=O)O. Reaction SMILES: [CH3:33][C:34](=[O:35])[OH:36].[ClH:1].[ClH:2].[NH2:3][CH2:4][CH2:5][CH2:6][CH2:7][CH2:8][CH2:9][CH:10]([C:11](=[O:12])[O:13][CH2:14][CH3:15])[NH:16][CH:17]1[CH2:18][O:19][c:20]2[c:21]([cH:29][cH:30][cH:31][cH:32]2)[N:22]([CH2:25][C:26](=[O:27])[OH:28])[C:23]1=[O:24].[Na+:38].[OH-:37]>>[NH2:3][CH2:4][CH2:5][CH2:6][CH2:7][CH2:8][CH2:9][CH:10]([C:11](=[O:12])[OH:13])[NH:16][CH:17]1[CH2:18][O:19][c:20]2[c:21]([cH:29][cH:30][cH:31][cH:32]2)[N:22]([CH2:25][C:26](=[O:27])[OH:28])[C:23]1=[O:24].